This data is from the Open Reaction Database (ORD), a public repository of structured organic reaction records. The task is: describe an organic reaction: reactants, conditions, products, and yield Procedure: 29 mg (0.05 mmol) of the compound from Example 25A are dissolved in a mixture of 1.5 ml of dioxane and 0.8 ml of water, and 2.4 mg (0.10 mmol) of lithium hydroxide are added. The reaction mixture is stirred at RT for two hours. After removal of the solvent on a rotary evaporator the residue is purified by preparative HPLC (column: YMC GEL ODS-AQ S-5, 15 μm; mobile phase gradient: acetonitrile/water 10:90→95:5). The solvent is O1CCOCC1 (dioxane), O (water). As a reaction SMILES: C([O:4][CH2:5][C:6]([N:8]1[CH2:13][CH2:12][CH:11]([C:14]2[C:19]([C:20]#[N:21])=[C:18]([S:22][CH2:23][C:24]3[N:25]=[C:26]([C:29]4[CH:34]=[CH:33][C:32]([Cl:35])=[CH:31][CH:30]=4)[S:27][CH:28]=3)[N:17]=[C:16]([NH2:36])[C:15]=2[C:37]#[N:38])[CH2:10][CH2:9]1)=[O:7])(=O)C.[OH-].[Li+]>O1CCOCC1.O>[NH2:36][C:16]1[C:15]([C:37]#[N:38])=[C:14]([CH:11]2[CH2:12][CH2:13][N:8]([C:6](=[O:7])[CH2:5][OH:4])[CH2:9][CH2:10]2)[C:19]([C:20]#[N:21])=[C:18]([S:22][CH2:23][C:24]2[N:25]=[C:26]([C:29]3[CH:34]=[CH:33][C:32]([Cl:35])=[CH:31][CH:30]=3)[S:27][CH:28]=2)[N:17]=1 |f:1.2|. The reactants are C(C)(=O)OCC(=O)N1CCC(CC1)C1=C(C(=NC(=C1C#N)SCC=1N=C(SC1)C1=CC=C(C=C1)Cl)N)C#N (2-{4-[2-Amino-6-({[2-(4-chlorophenyl)-1,3-thiazol-4-yl]methyl}thio)-3,5-dicyanopyridin-4-yl]-piperidin-1-yl}-2-oxoethyl acetate), [OH-].[Li+] (lithium hydroxide). The product is NC1=NC(=C(C(=C1C#N)C1CCN(CC1)C(CO)=O)C#N)SCC=1N=C(SC1)C1=CC=C(C=C1)Cl (2-Amino-6-({[2-(4-chlorophenyl)-1,3-thiazol-4-yl]methyl}thio)-4-(1-glycoloylpiperidin-4-yl)-pyridine-3,5-dicarbonitrile). Reaction conditions: time 2 hour. The reactants are [OH-].[NH4+] (Ammonium hydroxide), C(C)N1CC=2C=3NC(C(NC3C=CC2CC1)=O)=O (9-ethyl-1,4,7,8,9,10-hexahydro-pyrido[3,4-f]quinoxaline-2,3-dione), [N+](=O)([O-])[O-].[K+] (potassium nitrate). Run in S(O)(O)(=O)=O (sulfuric acid), S(O)(O)(=O)=O (sulfuric acid). Run at time 3 hour. Product: C(C)N1CC=2C=3NC(C(NC3C=C(C2CC1)[N+](=O)[O-])=O)=O (9-Ethyl-1,4,7,8,9,10-hexahydro-6-nitro-pyrido[3,4-f]quinoxaline-2,3-dione). Yield: 94.0%. RXN SMILES: [CH2:1]([N:3]1[CH2:16][CH2:15][C:14]2[CH:13]=[CH:12][C:11]3[NH:10][C:9](=[O:17])[C:8](=[O:18])[NH:7][C:6]=3[C:5]=2[CH2:4]1)[CH3:2].[N+:19]([O-])([O-:21])=[O:20].[K+].[OH-].[NH4+]>S(=O)(=O)(O)O>[CH2:1]([N:3]1[CH2:16][CH2:15][C:14]2[C:13]([N+:19]([O-:21])=[O:20])=[CH:12][C:11]3[NH:10][C:9](=[O:17])[C:8](=[O:18])[NH:7][C:6]=3[C:5]=2[CH2:4]1)[CH3:2] |f:1.2,3.4|. Procedure: A solution of 9-ethyl-1,4,7,8,9,10-hexahydro-pyrido[3,4-f]quinoxaline-2,3-dione (0.61 g, 2.16 mmol) in 20 mL of concentrated sulfuric acid was treated with a solution of potassium nitrate (0.25 g, 2.47 mmol) in 2 mL concentrated sulfuric acid. After stirring for 3 hours at room temperature, the reaction mixture was poured onto ice and cooled in an isopropyl alcohol/dry ice bath. Ammonium hydroxide was added to adjust the pH to 8.9, and the yellow solid was collected by filtration (0.59 g, 94% yi... Starting materials: CCNCC, O=C(NCC1CCN(C(c2ccccc2)c2ccccc2)CC1)c1cc(F)ccc1[N+](=O)[O-], CN(C)C=O. Product: CCN(CC)c1ccc([N+](=O)[O-])c(C(=O)NCC2CCN(C(c3ccccc3)c3ccccc3)CC2)c1. As a reaction SMILES: [CH2:34]([CH3:35])[NH:36][CH2:37][CH3:38].[F:1][c:2]1[cH:3][cH:4][c:5]([N+:31](=[O:32])[O-:33])[c:6]([C:7](=[O:8])[NH:9][CH2:10][CH:11]2[CH2:12][CH2:13][N:14]([CH:17]([c:18]3[cH:19][cH:20][cH:21][cH:22][cH:23]3)[c:24]3[cH:25][cH:26][cH:27][cH:28][cH:29]3)[CH2:15][CH2:16]2)[cH:30]1.[O:39]=[CH:40][N:41]([CH3:42])[CH3:43]>>[c:2]1([N:36]([CH2:34][CH3:35])[CH2:37][CH3:38])[cH:3][cH:4][c:5]([N+:31](=[O:32])[O-:33])[c:6]([C:7](=[O:8])[NH:9][CH2:10][CH:11]2[CH2:12][CH2:13][N:14]([CH:17]([c:18]3[cH:19][cH:20][cH:21][cH:22][cH:23]3)[c:24]3[cH:25][cH:26][cH:27][cH:28][cH:29]3)[CH2:15][CH2:16]2)[cH:30]1.